describe an organic reaction: reactants, conditions, products, and yield From a dataset of the Open Reaction Database (ORD), a public repository of structured organic reaction records. The reactants are C(C)(C)I (isopropyl iodide), C(C)(C)N(CC)C(C)C (diisopropylethyl amine), amine, C(C)(C)I (Isopropyl iodide), NC1CCC(CC1)N(C(OC(C)(C)C)=O)C (tert-butyl N-[4-aminocyclohexyl]-methylcarbamate), C(C)(C)N(CC)C(C)C (diisopropylethyl amine). Run in C1CCOC1 (THF). Conditions: temperature 40 celsius, time 1 day. The product is C(C)(C)NC1CCC(CC1)CNC(OC(C)(C)C)=O (tert-butyl N-[4-(isopropylamino)cyclohexyl]methylcarbamate). Yield: 22.0%. RXN SMILES: [CH:1](I)(C)C.NC1[CH2:11][CH2:10][CH:9]([N:12](C)[C:13](=[O:19])[O:14][C:15]([CH3:18])([CH3:17])[CH3:16])CC1.[CH:21]([N:24]([CH:27]([CH3:29])[CH3:28])CC)([CH3:23])[CH3:22]>C1COCC1>[CH:27]([NH:24][CH:21]1[CH2:22][CH2:11][CH:10]([CH2:9][NH:12][C:13](=[O:19])[O:14][C:15]([CH3:16])([CH3:17])[CH3:18])[CH2:1][CH2:23]1)([CH3:28])[CH3:29]. Procedure details: Isopropyl iodide (2 equivalents) was added dropwise to a suspension of tert-butyl N-[4-aminocyclohexyl]-methylcarbamate (1 equivalent) and diisopropylethyl amine (3 equivalents) in THF. The resulting mixture was stirred for 1 day. TLC analysis showed some starting amine. Additional isopropyl iodide (1 equivalent) and diisopropylethyl amine (3 equivalents) were added to the reaction mixture and heated at 40° C. for 1 day. The reaction mixture was concentrated and chromatrographed to give tert-but... The reactants are S(=O)(Cl)Cl (thionyl chloride), Cl (hydrochloric acid), COCCOCCOCCO (triethylene glycol monomethyl ether), N1=CC=CC=C1 (pyridine). The solvent is C1=CC=CC=C1 (benzene), O (water). Product: C(COCCOCCOC)Cl (3,6,9-trioxadecyl chloride). RXN SMILES: [CH3:1][O:2][CH2:3][CH2:4][O:5][CH2:6][CH2:7][O:8][CH2:9][CH2:10]O.N1C=CC=CC=1.S(Cl)([Cl:20])=O.Cl>C1C=CC=CC=1.O>[CH2:10]([Cl:20])[CH2:9][O:8][CH2:7][CH2:6][O:5][CH2:4][CH2:3][O:2][CH3:1]. Procedure: 19.02 g (0.116 mol) of triethylene glycol monomethyl ether and 21 ml (20.54 g=0.26 mol) of pyridine in 110 ml of benzene are heated to reflux, and 19 ml (31 g=0.26 mol) of thionyl chloride are added dropwise thereto. The mixture is boiled under reflux for a further 20 hours. When the reaction solution has cooled, a mixture consisting of 5 ml of concentrated hydrochloric acid and 20 ml of water is added thereto, with stirring. The organic phase is separated off and washed repeatedly with water an... Starting materials: N1=CC=CC=C1.F (hydrogen fluoride-pyridine), C(C1=CC=CC=C1)OC(=O)N1CC2(C(O2)C)CC1 (2-Methyl-1-oxa-5-azaspiro[2,4]heptane-5-carboxylic acid benzyl ester), ice. The solvent is ClCCl (dichloromethane). Conditions: time 3 hour. Product: C(C1=CC=CC=C1)OC(=O)N1CC(CC1)(C(C)O)F (3-Fluoro-3-(1-hydroxyethyl)pyrrolidine-1-carboxylic acid benzyl ester). RXN SMILES: [CH2:1]([O:8][C:9]([N:11]1[CH2:18][CH2:17][C:13]2([O:15][CH:14]2[CH3:16])[CH2:12]1)=[O:10])[C:2]1[CH:7]=[CH:6][CH:5]=[CH:4][CH:3]=1.N1C=CC=CC=1.[FH:25]>ClCCl>[CH2:1]([O:8][C:9]([N:11]1[CH2:18][CH2:17][C:13]([F:25])([CH:14]([OH:15])[CH3:16])[CH2:12]1)=[O:10])[C:2]1[CH:7]=[CH:6][CH:5]=[CH:4][CH:3]=1 |f:1.2|. Reported procedure: A solution of 0.247 g, (1 mmol) of 2-methyl-1-oxa-5-azaspiro[2,4]-heptane-5-carboxylic acid benzyl ester (Example A9) in dichloromethane (3 mL) is added to a polypropylene flask containing 0.5 mL of hydrogen fluoride-pyridine at −40° C. The reaction is allowed to come to room temperature and stirring is continued for 3 hours. The reaction mixture is poured into an aqueous ice-cold ammonium hydroxide solution (30 mL) and extracted with dichloromethane. The organic layer is dried, filtered and con... Reactants: FC(C=1C=C(CN(C(=O)N)CC=2C=C3C(=NC2N(CC)CC2CCCC2)N(N=C3C)C)C=C(C1)C(F)(F)F)(F)F (1-(3,5-bis-trifluoromethyl-benzyl)-1-[6-(cyclopentylmethyl-ethyl-amino)-1,3-dimethyl-1H-pyrazolo[3,4-b]pyridine-5-ylmethyl]-urea), 1,1,1-trifluoromethyl acetyl bromide. Run in C(C)(C)(C)O (tert-butanol). Product: FC(C=1C=C(CN(C=2OC=C(N2)C(F)(F)F)CC=2C=C3C(=NC2N(CC)CC2CCCC2)N(N=C3C)C)C=C(C1)C(F)(F)F)(F)F ((5-{[(3,5-bis-trifluoromethyl-benzyl)-(4-trifluoromethyl-oxazol-2-yl)-amino]-methyl}-1,3-dimethyl-1H-pyrazolo[3,4-b]-pyridin-6-yl)-cyclopentylmethyl-ethyl-amine). Isolated yield 20.0%. Reaction SMILES: [F:1][C:2]([F:40])([F:39])[C:3]1[CH:4]=[C:5]([CH:32]=[C:33]([C:35]([F:38])([F:37])[F:36])[CH:34]=1)[CH2:6][N:7]([CH2:11][C:12]1[CH:13]=[C:14]2[C:29]([CH3:30])=[N:28][N:27]([CH3:31])[C:15]2=[N:16][C:17]=1[N:18]([CH2:21][CH:22]1[CH2:26][CH2:25][CH2:24][CH2:23]1)[CH2:19][CH3:20])[C:8]([NH2:10])=[O:9]>C(O)(C)(C)C>[F:40][C:2]([F:39])([F:1])[C:3]1[CH:4]=[C:5]([CH:32]=[C:33]([C:35]([F:37])([F:38])[F:36])[CH:34]=1)[CH2:6][N:7]([CH2:11][C:12]1[CH:13]=[C:14]2[C:29]([CH3:30])=[N:28][N:27]([CH3:31])[C:15]2=[N:16][C:17]=1[N:18]([CH2:21][CH:22]1[CH2:26][CH2:25][CH2:24][CH2:23]1)[CH2:19][CH3:20])[C:8]1[O:9][CH:34]=[C:3]([C:2]([F:40])([F:39])[F:1])[N:10]=1. Reported procedure: To a stirred solution of 1-(3,5-bis-trifluoromethyl-benzyl)-1-[6-(cyclopentylmethyl-ethyl-amino)-1,3-dimethyl-1H-pyrazolo[3,4-b]pyridine-5-ylmethyl]-urea (0.250 g, 0.430 mmol) in tert-butanol (10 mL) was added 1,1,1-trifluoromethyl acetyl bromide (0.20 g, 0.480 mmol). This mixture was refluxed for 3 h and then cooled to RT. After concentration in vacuo, water (10 mL) was added to the residue, and the product was extracted with ethyl acetate (3×25 mL). The combined organic layers were dried over ...